Dataset: the Open Reaction Database (ORD), a public repository of structured organic reaction records. Task: describe an organic reaction: reactants, conditions, products, and yield The reactants are O=C([O-])[O-], ClCCCI, [Cs+], [Cs+], O=c1[nH]c2cc(F)ccc2o1. The product is O=c1oc2ccc(F)cc2n1CCCCl. RXN SMILES: [C:17](=[O:18])([O-:19])[O-:20].[Cl:12][CH2:13][CH2:14][CH2:15][I:16].[Cs+:21].[Cs+:22].[F:1][c:2]1[cH:3][cH:4][c:5]2[c:6]([nH:7][c:8](=[O:10])[o:9]2)[cH:11]1>>[F:1][c:2]1[cH:3][cH:4][c:5]2[c:6]([n:7]([CH2:15][CH2:14][CH2:13][Cl:12])[c:8](=[O:10])[o:9]2)[cH:11]1. Starting materials: C(C)(C)(C)C1=C(C=CC(=C1)C(C)(C)C)OCC=C (2,4-di-tert-butylallyloxybenzene), C(C)(C)OC(C)C (diisopropyl ether). Yields the product C(C=C)C1=C(C(=CC(=C1)C(C)(C)C)C(C)(C)C)O (2-allyl-4,6-di-tert-butylphenol). As a reaction SMILES: [C:1]([C:5]1[CH:10]=[C:9]([C:11]([CH3:14])([CH3:13])[CH3:12])[CH:8]=[CH:7][C:6]=1[O:15]CC=C)([CH3:4])([CH3:3])[CH3:2].[CH:19](OC(C)C)([CH3:21])[CH3:20]>>[CH2:21]([C:7]1[CH:8]=[C:9]([C:11]([CH3:12])([CH3:13])[CH3:14])[CH:10]=[C:5]([C:1]([CH3:2])([CH3:3])[CH3:4])[C:6]=1[OH:15])[CH:19]=[CH2:20]. Procedure details: 10 g of 2,4-di-tert-butylallyloxybenzene are heated under nitrogen to 245° C. for 45 minutes. The yellow crude oil is taken up in diisopropyl ether. The ether phase is washed with 3 % sodium hydroxide and then with water. After drying and evaporation of the solvent, the oil obtained (7.6 g) is chromatographed on silica gel 60 (eluent: 80/20 heptane/CH2Cl2). A pale-yellow oil of 2-allyl-4,6-di-tert-butylphenol is obtained (5.4 g, yield =54 %). The reactants are C(O)(O)=O.NC(=N)N (Guanidine carbonate), C(C)OC(=O)C(CC1=C(C=C(C(=O)OC)C=C1)OC)C(C)=O (Methyl 4-(2-(ethoxycarbonyl)-3-oxobutyl)-3-methoxybenzoate). The solvent is CO (MeOH). Reaction conditions: temperature 65 celsius, time 16 hour. The product is NC1=NC(=C(C(=N1)O)CC1=C(C=C(C(=O)OC)C=C1)OC)C (Methyl 4-((2-amino-4-hydroxy-6-methylpyrimidin-5-yl)methyl)-3-methoxybenzoate). The yield is 59.5%. RXN SMILES: C(=O)(O)O.[NH2:5][C:6]([NH2:8])=[NH:7].C([O:11][C:12]([CH:14]([C:28](=O)[CH3:29])[CH2:15][C:16]1[CH:25]=[CH:24][C:19]([C:20]([O:22][CH3:23])=[O:21])=[CH:18][C:17]=1[O:26][CH3:27])=O)C>CO>[NH2:7][C:6]1[N:8]=[C:12]([OH:11])[C:14]([CH2:15][C:16]2[CH:25]=[CH:24][C:19]([C:20]([O:22][CH3:23])=[O:21])=[CH:18][C:17]=2[O:26][CH3:27])=[C:28]([CH3:29])[N:5]=1 |f:0.1|. Procedure: Guanidine carbonate (8.73 g) was added in one portion to a solution of the product from step (i) (14.7 g) in MeOH (200 mL). The resulting mixture was stirred at 65° C. for 16 h and allowed to cool. The precipitate was collected by filtration and suspended in water (50 mL). The solid was collected by filtration, washed with MeOH (20 mL) and EtOAc (20 mL) to give the subtitle compound as a colourless solid 8.60 g that was used without further purification.